This data is from the Open Reaction Database (ORD), a public repository of structured organic reaction records. The task is: describe an organic reaction: reactants, conditions, products, and yield Procedure: A mixture of 2-bromo-3-hydroxybicyclo[3.2.0]heptan-6-one (15 g), α-methylbenzyl alcohol (36 g) and p-toluene-sulphonic acid (1 g) was heated at 90° for 6 h. The solution was poured into 8% sodium bicarbonate (300 ml) and extracted with ether (4×150 ml). The combined extracts were washed with brine (300 ml), dried (MgSO4) and evaporated to afford crude 2-bromo-3-(1-phenylethoxy)bicyclo[3.2.0]heptan-6-one as a pale yellow oil (29.1 g). The crude product (28.1 g) was dissolved in acetone (50 ml) an... Yields the product BrC1C2CC(C2CC1OC(C)C1=CC=CC=C1)=O (2-bromo-3-(1-phenylethoxy)bicyclo[3.2.0]heptan-6-one). Solvent: C([O-])(O)=O.[Na+] (sodium bicarbonate). RXN SMILES: [Br:1][CH:2]1[CH:8]([OH:9])[CH2:7][CH:6]2[CH:3]1[CH2:4][C:5]2=[O:10].[CH3:11][CH:12](O)[C:13]1[CH:18]=[CH:17][CH:16]=[CH:15][CH:14]=1>C1(C)C=CC(S(O)(=O)=O)=CC=1.C(=O)(O)[O-].[Na+]>[Br:1][CH:2]1[CH:8]([O:9][CH:12]([C:13]2[CH:18]=[CH:17][CH:16]=[CH:15][CH:14]=2)[CH3:11])[CH2:7][CH:6]2[CH:3]1[CH2:4][C:5]2=[O:10] |f:3.4|. Reactants: BrC1C2CC(C2CC1O)=O (2-bromo-3-hydroxybicyclo[3.2.0]heptan-6-one), CC(C1=CC=CC=C1)O (α-methylbenzyl alcohol). Reagents/catalysts: C1(=CC=C(C=C1)S(=O)(=O)O)C (p-toluene-sulphonic acid). Isolated yield 128.7%. The reactants are C(C)C(C=O)=C (2-ethyl-2-propenal), four, NC(=CC(=O)OCC)C(=O)OCC (ethyl β-amino-β-ethoxycarbonylacrylate). The solvent is C(C)(=O)O (acetic acid). Reaction conditions: time 4 hour. Yields the product C(C)C=1C=C(C(=NC1)C(=O)OCC)C(=O)OCC (5-ethyl-2,3-diethoxycarbonylpyridine). The yield is 44.9%. Reaction SMILES: [CH2:1]([C:3](=[CH2:6])[CH:4]=O)[CH3:2].[NH2:7][C:8]([C:15]([O:17][CH2:18][CH3:19])=[O:16])=[CH:9][C:10]([O:12][CH2:13][CH3:14])=[O:11]>C(O)(=O)C>[CH2:1]([C:3]1[CH:4]=[C:9]([C:10]([O:12][CH2:13][CH3:14])=[O:11])[C:8]([C:15]([O:17][CH2:18][CH3:19])=[O:16])=[N:7][CH:6]=1)[CH3:2]. Procedure details: Glacial acetic acid 100 g and 2-ethyl-2-propenal 30 g (0.357 mol) were placed in a 200 ml four neck distillation flask: with a reflux condenser and heated on an oil bath. When the inside temperature reached 90° C., ethyl β-amino-β-ethoxycarbonylacrylate 60 g (0.321 mol) was added dropwise thereto at 90° to 95° C. over a period of 4 hours. After completion of the dropping, the mixture was reacted at 90° to 95° C. for 3 hours. After completion of the reaction, the reaction mixture was distilled to...